This data is from the Open Reaction Database (ORD), a public repository of structured organic reaction records. The task is: describe an organic reaction: reactants, conditions, products, and yield Reactants: C(C)(C)(C)NC1C=CC(C1)(C1=CC=CC=C1)C1=CC=CC=C1 ((-)-N-t-butyl-4,4-diphenyl-2-cyclopentenylamine), O (water), Cl (hydrochloric acid). The solvent is C(C)OCC (diethyl ether). Run at time 30 minute. Yields the product Cl.C(C)(C)(C)NC1C=CC(C1)(C1=CC=CC=C1)C1=CC=CC=C1 ((-)-N-t-butyl-4,4-diphenyl-2-cyclopentenylamine hydrochloride). RXN SMILES: [C:1]([NH:5][CH:6]1[CH2:10][C:9]([C:17]2[CH:22]=[CH:21][CH:20]=[CH:19][CH:18]=2)([C:11]2[CH:16]=[CH:15][CH:14]=[CH:13][CH:12]=2)[CH:8]=[CH:7]1)([CH3:4])([CH3:3])[CH3:2].O.[ClH:24]>C(OCC)C>[ClH:24].[C:1]([NH:5][CH:6]1[CH2:10][C:9]([C:17]2[CH:22]=[CH:21][CH:20]=[CH:19][CH:18]=2)([C:11]2[CH:12]=[CH:13][CH:14]=[CH:15][CH:16]=2)[CH:8]=[CH:7]1)([CH3:4])([CH3:2])[CH3:3] |f:4.5|. Procedure details: To a solution of (-)-N-t-butyl-4,4-diphenyl-2-cyclopentenylamine (8.82 g) in diethyl ether (50 ml) was added water (15 ml) and conc. hydrochloric acid (5 ml) at 0°-10° C. and stirred for 30 minutes. The resulting precipitate was collected by filtration and washed with diethyl ether to give (-)-N-t-butyl-4,4-diphenyl-2-cyclopentenylamine hydrochloride (9.70 g). Starting materials: CCCCc1nnc(OC2CCC(NC=O)CC2)cc1-c1ccc(OC2CCCCC2)cc1, C1CCOC1. Yields the product CCCCc1nnc(OC2CCC(NC)CC2)cc1-c1ccc(OC2CCCCC2)cc1. As a reaction SMILES: [CH2:1]([CH2:2][CH2:3][CH3:4])[c:5]1[c:6](-[c:21]2[cH:22][cH:23][c:24]([O:27][CH:28]3[CH2:29][CH2:30][CH2:31][CH2:32][CH2:33]3)[cH:25][cH:26]2)[cH:7][c:8]([O:11][CH:12]2[CH2:13][CH2:14][CH:15]([NH:18][CH:19]=[O:20])[CH2:16][CH2:17]2)[n:9][n:10]1.[CH2:34]1[O:35][CH2:36][CH2:37][CH2:38]1>>[CH2:1]([CH2:2][CH2:3][CH3:4])[c:5]1[c:6](-[c:21]2[cH:22][cH:23][c:24]([O:27][CH:28]3[CH2:29][CH2:30][CH2:31][CH2:32][CH2:33]3)[cH:25][cH:26]2)[cH:7][c:8]([O:11][CH:12]2[CH2:13][CH2:14][CH:15]([NH:18][CH3:19])[CH2:16][CH2:17]2)[n:9][n:10]1. The reactants are ClCCCl, CN(C)CCCOc1ccc(-c2cc3nccc(Oc4ccc(N)cc4F)c3s2)cn1, COc1ccccc1NC(=O)CC(=O)O, CCN(C(C)C)C(C)C, Cl, CN(C)C=O, On1nnc2ccccc21. The product is COc1ccccc1NC(=O)CC(=O)Nc1ccc(Oc2ccnc3cc(-c4ccc(OCCCN(C)C)nc4)sc23)c(F)c1. As a reaction SMILES: [CH2:72]([Cl:73])[CH2:74][Cl:75].[CH3:1][N:2]([CH2:3][CH2:4][CH2:5][O:6][c:7]1[cH:8][cH:9][c:10](-[c:13]2[cH:14][c:15]3[n:16][cH:17][cH:18][c:19]([O:22][c:23]4[c:24]([F:30])[cH:25][c:26]([NH2:29])[cH:27][cH:28]4)[c:20]3[s:21]2)[cH:11][n:12]1)[CH3:31].[CH3:41][O:42][c:43]1[c:44]([NH:49][C:50]([CH2:51][C:52](=[O:53])[OH:54])=[O:55])[cH:45][cH:46][cH:47][cH:48]1.[CH:32]([N:33]([CH2:34][CH3:35])[CH:36]([CH3:37])[CH3:38])([CH3:39])[CH3:40].[ClH:66].[O:67]=[CH:68][N:69]([CH3:70])[CH3:71].[OH:56][n:57]1[c:58]2[c:59]([cH:60][cH:61][cH:62][cH:63]2)[n:64][n:65]1>>[CH3:1][N:2]([CH2:3][CH2:4][CH2:5][O:6][c:7]1[cH:8][cH:9][c:10](-[c:13]2[cH:14][c:15]3[n:16][cH:17][cH:18][c:19]([O:22][c:23]4[c:24]([F:30])[cH:25][c:26]([NH:29][C:52]([CH2:51][C:50]([NH:49][c:44]5[c:43]([O:42][CH3:41])[cH:48][cH:47][cH:46][cH:45]5)=[O:55])=[O:53])[cH:27][cH:28]4)[c:20]3[s:21]2)[cH:11][n:12]1)[CH3:31]. The reactants are N(=O)[N+](=O)[O-] (Dinitrogen trioxide), C(C)(C)N(C(NCCCl)=O)C([C@@H]1[C@H]([C@@H]([C@H]([C@@](O)(O1)CCCC)O)O)O)O (3-isopropyl-3-(n-butyl-α-D-glucopyranose-6-yl)-1-(2-chloroethyl)urea). The solvent is ClC(C)Cl (dichloroethane). Conditions: time 2 hour. Product: C(C)(C)N(C(N(N=O)CCCl)=O)C([C@@H]1[C@H]([C@@H]([C@H]([C@@](O)(O1)CCCC)O)O)O)O (3-isopropyl-3-(n-butyl-α-D-glucopyranose-6-yl)-1-(2-chloroethyl)-1-nitrosourea). The yield is 72.2%. Reaction SMILES: [N:1]([N+]([O-])=O)=[O:2].[CH:6]([N:9]([CH:16]([OH:31])[C@H:17]1[O:23][C@:21]([CH2:24][CH2:25][CH2:26][CH3:27])([OH:22])[C@H:20]([OH:28])[C@@H:19]([OH:29])[C@@H:18]1[OH:30])[C:10](=[O:15])[NH:11][CH2:12][CH2:13][Cl:14])([CH3:8])[CH3:7]>ClC(Cl)C>[CH:6]([N:9]([CH:16]([OH:31])[C@H:17]1[O:23][C@:21]([CH2:24][CH2:25][CH2:26][CH3:27])([OH:22])[C@H:20]([OH:28])[C@@H:19]([OH:29])[C@@H:18]1[OH:30])[C:10](=[O:15])[N:11]([CH2:12][CH2:13][Cl:14])[N:1]=[O:2])([CH3:7])[CH3:8]. Reported procedure: Dinitrogen trioxide gas (1.3 g) was introduced into a solution of the thus prepared 3-isopropyl-3-(n-butyl-α-D-glucopyranose-6-yl)-1-(2-chloroethyl)urea (3.58 g, 9.35 mmol) in dichloroethane (50 ml) with thorough stirring at 15°-20° C., and stirring was continued for further two hours at the same temperature. The reaction mixture was vacuum-concentrated concentrated at 25° C., and purified by column chromatography (packing: silica gel; eluent: hexane/ethyl acetate 4:1) to obtain 3-isopropyl-3-(n... Reactants: COC(=O)CC1CSC(c2cc3cc(Cl)cc([N+](=O)[O-])c3[nH]2)=N1, O=C1CCCC1. Yields the product COC(=O)CC1CSC(c2cc3cc(Cl)cc(NC4CCCC4)c3[nH]2)=N1. RXN SMILES: [CH3:1][O:2][C:3]([CH2:4][CH:5]1[N:6]=[C:7]([c:10]2[nH:11][c:12]3[c:13]([N+:20]([O-:21])=[O:22])[cH:14][c:15]([Cl:19])[cH:16][c:17]3[cH:18]2)[S:8][CH2:9]1)=[O:23].[O:24]=[C:25]1[CH2:26][CH2:27][CH2:28][CH2:29]1>>[CH3:1][O:2][C:3]([CH2:4][CH:5]1[N:6]=[C:7]([c:10]2[nH:11][c:12]3[c:13]([NH:20][CH:25]4[CH2:26][CH2:27][CH2:28][CH2:29]4)[cH:14][c:15]([Cl:19])[cH:16][c:17]3[cH:18]2)[S:8][CH2:9]1)=[O:23]. Reactants: [N+](=O)([O-])C (nitromethane), C(C1=CC=CC=C1)N (benzylamine), C(C)(=O)O (acetic acid), S1C=C(C=C1)C=O (thiophene-3-carboxaldehyde). The solvent is CC(C)O (2-propanol). Yields the product [N+](=O)([O-])C=CC1=CSC=C1 (3-(2-Nitroethenyl)thiophene). Isolated yield 56.0%. RXN SMILES: [S:1]1[CH:5]=[CH:4][C:3]([CH:6]=O)=[CH:2]1.[N+:8]([CH3:11])([O-:10])=[O:9].C(N)C1C=CC=CC=1.C(O)(=O)C>CC(O)C>[N+:8]([CH:11]=[CH:6][C:3]1[CH:4]=[CH:5][S:1][CH:2]=1)([O-:10])=[O:9]. Procedure details: When R2 is H the thiophene-3-carboxaldehyde (1 eq) was dissolved in 2-propanol and treated with nitromethane (1 eq), benzylamine (0.065 eq) and glacial acetic acid (0.13 eq). After 60 minutes of refluxing, the mixture was cooled, the solid was collected and washed with ice-cold ether to afford the product (56%); mp 94.5°-96.5° C.